This data is from the Open Reaction Database (ORD), a public repository of structured organic reaction records. The task is: describe an organic reaction: reactants, conditions, products, and yield Starting materials: N(N)C1=NC=CC=C1 (2-hydrazinopyridine), C(C1=CC=CC=C1)=O (benzaldehyde). Solvent: C(C)O (ethanol). Reaction conditions: temperature 100 celsius, time 1 minute. Product: N1=C(C=CC=C1)NN=CC1=CC=CC=C1 (benzaldehyde-2-pyridylhydrazone). The yield is 83.9%. As a reaction SMILES: [NH:1]([C:3]1[CH:8]=[CH:7][CH:6]=[CH:5][N:4]=1)[NH2:2].[CH:9](=O)[C:10]1[CH:15]=[CH:14][CH:13]=[CH:12][CH:11]=1>C(O)C>[N:4]1[CH:5]=[CH:6][CH:7]=[CH:8][C:3]=1[NH:1][N:2]=[CH:9][C:10]1[CH:15]=[CH:14][CH:13]=[CH:12][CH:11]=1. Reported procedure: In 20 ml of ethanol was dissolved 5.46 g of 2-hydrazinopyridine. With stirring, 5.32 g of benzaldehyde was added to the solution. With heat release, pale yellow crystals precipitated within about 30 seconds and the entire solution solidified after one minute. 10 ml of ethanol was added to the mass which was refluxed at 100° C. for 40 minutes. The reaction solution was allowed to cool at room temperature and further cooled down to 10° C. to cause crystals to precipitate. The crystals were collect... Starting materials: ClC1=C(C(=CC=C1)Cl)C1=CC2=C(N=C(N=C2)NCCCN2CCN(CC2)C)N=C1N (6-(2, 6-Dichlorophenyl)-N2 -[3-(4-methyl-piperazin-1-yl)-propyl]-pyrido[2,3-d]pyrimidine-2,7-diamine), FC(C1=CC=C(C=C1)N=C=O)(F)F (trifluoro-p-tolyl isocyanate). Product: ClC1=C(C(=CC=C1)Cl)C1=CC2=C(N=C(N=C2)NCCCN2CCN(CC2)C)N=C1NC(=O)NC1=CC=C(C=C1)C(F)(F)F (1-{6-(2,6-Dichlorophenyl)-2-[3-(4-methyl-piperazin-1-yl)-propylamino]-pyrido[2,3-d]pyrimidin-7-yl}-3-(4-trifluoromethyl-phenyl)-urea). Reaction SMILES: [Cl:1][C:2]1[CH:7]=[CH:6][CH:5]=[C:4]([Cl:8])[C:3]=1[C:9]1[C:29]([NH2:30])=[N:28][C:12]2[N:13]=[C:14]([NH:17][CH2:18][CH2:19][CH2:20][N:21]3[CH2:26][CH2:25][N:24]([CH3:27])[CH2:23][CH2:22]3)[N:15]=[CH:16][C:11]=2[CH:10]=1.[F:31][C:32]([F:43])([F:42])[C:33]1[CH:38]=[CH:37][C:36]([N:39]=[C:40]=[O:41])=[CH:35][CH:34]=1>>[Cl:1][C:2]1[CH:7]=[CH:6][CH:5]=[C:4]([Cl:8])[C:3]=1[C:9]1[C:29]([NH:30][C:40]([NH:39][C:36]2[CH:35]=[CH:34][C:33]([C:32]([F:31])([F:42])[F:43])=[CH:38][CH:37]=2)=[O:41])=[N:28][C:12]2[N:13]=[C:14]([NH:17][CH2:18][CH2:19][CH2:20][N:21]3[CH2:26][CH2:25][N:24]([CH3:27])[CH2:23][CH2:22]3)[N:15]=[CH:16][C:11]=2[CH:10]=1. Procedure details: 6-(2, 6-Dichlorophenyl)-N2 -[3-(4-methyl-piperazin-1-yl)-propyl]-pyrido[2,3-d]pyrimidine-2,7-diamine from Example 36 was reacted with trifluoro-p-tolyl isocyanate according to the general procedure of Example 37. Chromatography, eluting first with ethyl acetate:methyl alcohol:triethylamine (90:10:1) then switching to ethyl acetate:ethanol:triethylamine (9:2:1) gave 0.8650 g of the title compound 1-{6-(2,6-dichlorophenyl)-2-[3-(4-methyl-piperazin-1-yl)-propylamino]-pyrido[2,3-d]pyrimidin-7-yl}-3-... Starting materials: O=C([O-])[O-], O=[N+]([O-])c1ccc(Cl)nc1, Cl, [K+], [K+], CN(C)C=O, O, O=C(O)CCc1ccc(S)cc1. The product is O=C(O)CCc1ccc(Sc2ccc([N+](=O)[O-])cn2)cc1. RXN SMILES: [C:23](=[O:24])([O-:25])[O-:26].[Cl:1][c:2]1[n:3][cH:4][c:5]([N+:8](=[O:9])[O-:10])[cH:6][cH:7]1.[ClH:29].[K+:27].[K+:28].[O:30]=[CH:31][N:32]([CH3:33])[CH3:34].[OH2:35].[SH:11][c:12]1[cH:13][cH:14][c:15]([CH2:16][CH2:17][C:18](=[O:19])[OH:20])[cH:21][cH:22]1>>[c:2]1([S:11][c:12]2[cH:13][cH:14][c:15]([CH2:16][CH2:17][C:18](=[O:19])[OH:20])[cH:21][cH:22]2)[n:3][cH:4][c:5]([N+:8](=[O:9])[O-:10])[cH:6][cH:7]1.